From a dataset of the Open Reaction Database (ORD), a public repository of structured organic reaction records. describe an organic reaction: reactants, conditions, products, and yield Starting materials: Cl.NC=1C=C(C=CC1OC)N1N=C(C=C1C1=CC=C(C=C1)S(=O)(=O)C)C(F)(F)F (1-(3-amino-4-methoxyphenyl)-5-[4-(methylsulfonyl)phenyl]-3-(trifluoromethyl)pyrazole hydrochloride), N(=O)[O-].[Na+] (sodium nitrite), Br (hydrobromic acid), Br (hydrobromic acid), ice. The reagents and catalysts are [Cu]Br (copper(I) bromide). Solvent: O (water). Conditions: time 1.5 hour. The product is BrC=1C=C(C=CC1OC)N1N=C(C=C1C1=CC=C(C=C1)S(=O)(=O)C)C(F)(F)F (1-(3-bromo-4-methoxyphenyl)-5-[4-(methylsulfonyl)phenyl]-3-(trifluoromethyl)-pyrazole). RXN SMILES: Cl.N[C:3]1[CH:4]=[C:5]([N:11]2[C:15]([C:16]3[CH:21]=[CH:20][C:19]([S:22]([CH3:25])(=[O:24])=[O:23])=[CH:18][CH:17]=3)=[CH:14][C:13]([C:26]([F:29])([F:28])[F:27])=[N:12]2)[CH:6]=[CH:7][C:8]=1[O:9][CH3:10].N([O-])=O.[Na+].[BrH:34]>O.[Cu]Br>[Br:34][C:3]1[CH:4]=[C:5]([N:11]2[C:15]([C:16]3[CH:21]=[CH:20][C:19]([S:22]([CH3:25])(=[O:24])=[O:23])=[CH:18][CH:17]=3)=[CH:14][C:13]([C:26]([F:29])([F:28])[F:27])=[N:12]2)[CH:6]=[CH:7][C:8]=1[O:9][CH3:10] |f:0.1,2.3|. Procedure details: To a solution of 1-(3-amino-4-methoxyphenyl)-5-[4-(methylsulfonyl)phenyl]-3-(trifluoromethyl)pyrazole hydrochloride (0.80 g) in ca. 24% hydrobromic acid (16 ml) was added a solution of sodium nitrite (0.14 g) in water (1 ml) while the internal temperature of the reaction mixture was maintained below 0° C. The above mixture was added to an ice-cooled solution of copper(I) bromide (0.30 g) in ca. 24% hydrobromic acid (8 ml) and the mixture was stirred at ambient temperature for 1.5 hours. The reac... The solvent is CN (methylamine). Conditions: time 12 hour. The product is CNC(C1=CC=CC=C1)=O (N-methylbenzamide). Reactants: FC1=CC=C(CNC)C=C1 (4-Fluoro-N-methylbenzylamine), FC1=CC=C(C(=O)NC)C=C1 (4-Fluoro-N-methylbenzamide), FC1=CC=C(C(=O)Cl)C=C1 (4-Fluorobenzoyl chloride). Reaction SMILES: FC1C=CC(CNC)=CC=1.F[C:12]1[CH:21]=[CH:20][C:15]([C:16]([NH:18][CH3:19])=[O:17])=[CH:14][CH:13]=1.FC1C=CC(C(Cl)=O)=CC=1>CN>[CH3:19][NH:18][C:16](=[O:17])[C:15]1[CH:20]=[CH:21][CH:12]=[CH:13][CH:14]=1. Procedure: This compound was prepared from 4-Fluoro-N-methylbenzylamine which in turn was prepared from 4-Fluoro-N-methylbenzamide. Practical details are as follows: 4-Fluorobenzoyl chloride (25g) was added dropwise to a stirred aqueous solution of methylamine (40% w/v; 250 ml) at 0° C. over 30 min. The mixture was stirred for 12 h at room temperature, concentrated to half volume and the resulting crystalline precipitate was collected and recrystallized from water to furnish the N-methylbenzamide as colour... Reagents/catalysts: CN(C=O)C (N,N-dimethylformamide). Starting materials: ClC1=C(C=NN1C)C(=O)O (5-chloro-1-methyl-1H-pyrazole-4-carboxylic acid), NC=1C=C(OC=2C=CC=3N(C2)N=C(N3)NC(=O)C3CC3)C=CC1 (N-[6-(3-aminophenoxy)[1,2,4]triazolo[1,5-a]pyridin-2-yl]cyclopropanecarboxamide), O1CCCC1 (tetrahydrofuran), C(C(=O)Cl)(=O)Cl (oxalyl chloride). RXN SMILES: [Cl:1][C:2]1[N:6]([CH3:7])[N:5]=[CH:4][C:3]=1[C:8]([OH:10])=O.O1CCCC1.C(Cl)(=O)C(Cl)=O.[NH2:22][C:23]1[CH:24]=[C:25]([CH:42]=[CH:43][CH:44]=1)[O:26][C:27]1[CH:28]=[CH:29][C:30]2[N:31]([N:33]=[C:34]([NH:36][C:37]([CH:39]3[CH2:41][CH2:40]3)=[O:38])[N:35]=2)[CH:32]=1>CN(C)C=O.CN(C)C(=O)C>[Cl:1][C:2]1[N:6]([CH3:7])[N:5]=[CH:4][C:3]=1[C:8]([NH:22][C:23]1[CH:44]=[CH:43][CH:42]=[C:25]([O:26][C:27]2[CH:28]=[CH:29][C:30]3[N:31]([N:33]=[C:34]([NH:36][C:37]([CH:39]4[CH2:40][CH2:41]4)=[O:38])[N:35]=3)[CH:32]=2)[CH:24]=1)=[O:10]. Reported procedure: In the same manner as in Example 18-4 and using 5-chloro-1-methyl-1H-pyrazole-4-carboxylic acid (291 mg, 1.81 mmol), tetrahydrofuran (10 mL), oxalyl chloride (236 μL, 2.72 mmol), N-[6-(3-aminophenoxy)[1,2,4]triazolo[1,5-a]pyridin-2-yl]cyclopropanecarboxamide (200 mg, 0.647 mmol), N,N-dimethylformamide (2 drops) and N,N-dimethylacetamide (10 mL) as starting materials, the title compound (25.0 mg, 9%) was obtained as a white solid. Isolated yield 8.6%. The product is ClC1=C(C=NN1C)C(=O)NC1=CC(=CC=C1)OC=1C=CC=2N(C1)N=C(N2)NC(=O)C2CC2 (5-chloro-N-[3-({2-[(cyclopropylcarbonyl)amino][1,2,4]triazolo[1,5-a]pyridin-6-yl}oxy)phenyl]-1-methyl-1H-pyrazole-4-carboxamide). The solvent is CN(C(C)=O)C (N,N-dimethylacetamide).